From a dataset of the Open Reaction Database (ORD), a public repository of structured organic reaction records. describe an organic reaction: reactants, conditions, products, and yield Reactants: C[C@]12CC[C@@]3([C@@H]([C@H]2CC[C@@H]2[C@]4(CC=C(C([C@@H]4CC[C@@]12C)(C)C)C1=CC=C(C(=O)O)C=C1)C)[C@@H](CC3)C(=C)C)NCCN3[C@@H]1CN([C@H](C3)C1)S(=O)(=O)C (4-((1R,3aS,5aR,5bR,7aR,11aS,11bR,13aR,13bR)-5a,5b,8,8,11a-pentamethyl-3a-((2-((1S,4S)-5-(methylsulfonyl)-2,5-diazabicyclo[2.2.1]heptan-2-yl)ethyl)amino)-1-(prop-1-en-2-yl)-2,3,3a,4,5,5a,5b,6,7,7a,8,11,11a,11b,12,13,13a,13b-octadecahydro-1H-cyclopenta[a]chrysen-9-yl)benzoic acid), C(=O)(C(F)(F)F)O (TFA). Reagents/catalysts: [OH-].[OH-].[Pd+2] (palladium hydroxide on carbon). The solvent is C1CCOC1 (THF), CO (MeOH). Conditions: time 16 hour. Product: C(C)(C)[C@@H]1CC[C@]2([C@H]1[C@H]1CC[C@@H]3[C@]4(CC=C(C([C@@H]4CC[C@]3([C@@]1(CC2)C)C)(C)C)C2=CC=C(C(=O)O)C=C2)C)NCCN2[C@@H]1CN([C@H](C2)C1)S(=O)(=O)C (4-((1S,3aS,5aR,5bR,7aR,11aS,11bR,13aR,13bR)-1-isopropyl-5a,5b,8,8,11a-pentamethyl-3a-((2-((1S,4S)-5-(methylsulfonyl)-2,5-diazabicyclo[2.2.1]heptan-2-yl)ethyl)amino)-2,3,3a,4,5,5a,5b,6,7,7a,8,11,11a,11b,12,13,13a,13b-octadecahydro-1H-cyclopenta[a]chrysen-9-yl)benzoic acid), C(=O)(C(F)(F)F)O (TFA). Isolated yield 60.6%. As a reaction SMILES: [CH3:1][C@:2]12[C@@:19]3([CH3:20])[C@@H:10]([C@:11]4([CH3:32])[C@@H:16]([CH2:17][CH2:18]3)[C:15]([CH3:22])([CH3:21])[C:14]([C:23]3[CH:31]=[CH:30][C:26]([C:27]([OH:29])=[O:28])=[CH:25][CH:24]=3)=[CH:13][CH2:12]4)[CH2:9][CH2:8][C@@H:7]1[C@H:6]1[C@H:33]([C:36]([CH3:38])=[CH2:37])[CH2:34][CH2:35][C@:5]1([NH:39][CH2:40][CH2:41][N:42]1[CH2:47][C@@H:46]3[CH2:48][C@H:43]1[CH2:44][N:45]3[S:49]([CH3:52])(=[O:51])=[O:50])[CH2:4][CH2:3]2.[C:53]([OH:59])([C:55]([F:58])([F:57])[F:56])=[O:54]>C1COCC1.CO.[OH-].[OH-].[Pd+2]>[CH:36]([C@H:33]1[C@@H:6]2[C@@H:7]3[C@@:2]([CH3:1])([CH2:3][CH2:4][C@@:5]2([NH:39][CH2:40][CH2:41][N:42]2[CH2:47][C@@H:46]4[CH2:48][C@H:43]2[CH2:44][N:45]4[S:49]([CH3:52])(=[O:50])=[O:51])[CH2:35][CH2:34]1)[C@@:19]1([CH3:20])[C@@H:10]([C@:11]2([CH3:32])[C@@H:16]([CH2:17][CH2:18]1)[C:15]([CH3:21])([CH3:22])[C:14]([C:23]1[CH:24]=[CH:25][C:26]([C:27]([OH:29])=[O:28])=[CH:30][CH:31]=1)=[CH:13][CH2:12]2)[CH2:9][CH2:8]3)([CH3:38])[CH3:37].[C:53]([OH:59])([C:55]([F:58])([F:57])[F:56])=[O:54] |f:4.5.6|. Procedure: To a solution of 4-((1R,3aS,5aR,5bR,7aR,11aS,11bR,13aR,13bR)-5a,5b,8,8,11a-pentamethyl-3a-((2-((1S,4S)-5-(methylsulfonyl)-2,5-diazabicyclo[2.2.1]heptan-2-yl)ethyl)amino)-1-(prop-1-en-2-yl)-2,3,3a,4,5,5a,5b,6,7,7a,8,11,11a,11b,12,13,13a,13b-octadecahydro-1H-cyclopenta[a]chrysen-9-yl)benzoic acid, 2 TFA (10 mg, 10.42 μmol) in a mixture of THF (1.5 mL) and MeOH (0.5 mL) was added palladium hydroxide on carbon (14.63 mg, 0.021 mmol). The resulting slurry was purged with H2 (g) and stirred under a H2... The reactants are [Cl-].[Al+3].[Cl-].[Cl-] (aluminum chloride), [Al](N=[N+]=[N-])(N=[N+]=[N-])N=[N+]=[N-] (Al(N3)3), [N-]=[N+]=[N-].[Na+] (sodium azide), COC1=CC=C(C=C1)C1C(C(C2=CC=CC=C12)C1=CC2=C(C=C1)OCO2)C#N ((1RS,2SR,3SR)-1-(4-methoxyphenyl)-3-(3,4-methylenedioxyphenyl)indane-2-carbonitrile). The solvent is C1CCOC1 (THF), C1CCOC1 (THF), C1CCOC1 (THF). Conditions: time 5 hour. Product: COC1=CC=C(C=C1)C1C(C(C2=CC=CC=C12)C1=CC2=C(C=C1)OCO2)C2=NN=NN2 ((1RS,2SR,3SR)-1-(4-Methoxyphenyl)-3-(3,4-methylenedioxyphenyl)-2-(tetrazol-5-yl)indane). The yield is 55.6%. RXN SMILES: [Cl-].[Al+3].[Cl-].[Cl-].[N-:5]=[N+:6]=[N-:7].[Na+].[CH3:9][O:10][C:11]1[CH:16]=[CH:15][C:14]([CH:17]2[C:25]3[C:20](=[CH:21][CH:22]=[CH:23][CH:24]=3)[CH:19]([C:26]3[CH:31]=[CH:30][C:29]4[O:32][CH2:33][O:34][C:28]=4[CH:27]=3)[CH:18]2[C:35]#[N:36])=[CH:13][CH:12]=1.[Al](N=[N+]=[N-])(N=[N+]=[N-])N=[N+]=[N-]>C1COCC1>[CH3:9][O:10][C:11]1[CH:16]=[CH:15][C:14]([CH:17]2[C:25]3[C:20](=[CH:21][CH:22]=[CH:23][CH:24]=3)[CH:19]([C:26]3[CH:31]=[CH:30][C:29]4[O:32][CH2:33][O:34][C:28]=4[CH:27]=3)[CH:18]2[C:35]2[NH:36][N:7]=[N:6][N:5]=2)=[CH:13][CH:12]=1 |f:0.1.2.3,4.5|. Procedure: To THF (2.5 ml) at -78° C. under an argon atmosphere was added aluminum chloride (90 mg, 0.67 mmol). After slowly warming to room temperature, sodium azide (130 mg, 2.2 mmol) was added, and the resulting mixture was heated at 70° C. for 5 min, then cooled to room temperature. To the reaction mixture was added a solution of (1RS,2SR,3SR)-1-(4-methoxyphenyl)-3-(3,4-methylenedioxyphenyl)indane-2-carbonitrile (125 mg, 0.34 mmol) in THF (2.5 ml). After heating at 70° C. overnight, thin layer chromato... Starting materials: ice, [N+](=O)([O-])C1=C(C(=O)O)C=CC=C1 (2-Nitrobenzoic acid), C1(=CC(=CC=C1)C)C (m-xylene), [OH-].[K+] (KOH). Reagents/catalysts: [Cr].[Co] (Hastelloy-C). Reaction conditions: temperature 50 celsius, time 3 hour. Yields the product [N+](=O)([O-])C1=C(C(=O)C2=C(C=C(C=C2)C)C)C=CC=C1 (2-nitro-2',4'dimethyl benzophenone). Yield: 38.0%. Reaction SMILES: [N+:1]([C:4]1[CH:12]=[CH:11][CH:10]=[CH:9][C:5]=1[C:6]([OH:8])=O)([O-:3])=[O:2].[C:13]1([CH3:20])[CH:18]=[CH:17][CH:16]=[C:15]([CH3:19])[CH:14]=1.[OH-].[K+]>[Cr].[Co]>[N+:1]([C:4]1[CH:12]=[CH:11][CH:10]=[CH:9][C:5]=1[C:6]([C:18]1[CH:17]=[CH:16][C:15]([CH3:19])=[CH:14][C:13]=1[CH3:20])=[O:8])([O-:3])=[O:2] |f:2.3,4.5|. Procedure: 2-Nitrobenzoic acid (16.7 g, 0.1 mol) and m-xylene (11.7 g, 0.11 mol) were charged in a 300 cc Hastelloy-C autoclave. The reaction mixture was heated to 50° C. and stirred for 3 hours. Most of the HF was vented through a KOH scrubber and the product was transferred to a flask containing ice (100 g). The contents of the flask were neutralized to a pH=7. A brown solid (11.5 g) precipitated which was removed via filtration and discarded. The filtrate was extracted with ethyl acetate (2×100 mL). The...